Dataset: the Open Reaction Database (ORD), a public repository of structured organic reaction records. Task: describe an organic reaction: reactants, conditions, products, and yield Reactants: CO, CCOC(=O)c1csc(SCC(=O)NCC2CN(Cc3ccc(Cl)c(Cl)c3)CCO2)n1, Cl, [Na+], C1CCOC1, [OH-]. Yields the product O=C(CSc1nc(C(=O)O)cs1)NCC1CN(Cc2ccc(Cl)c(Cl)c2)CCO1. As a reaction SMILES: [CH3:35][OH:36].[Cl:1][c:2]1[cH:3][c:4]([CH2:5][N:6]2[CH2:7][CH:8]([CH2:12][NH:13][C:14]([CH2:15][S:16][c:17]3[s:18][cH:19][c:20]([C:22](=[O:23])[O:24][CH2:25][CH3:26])[n:21]3)=[O:27])[O:9][CH2:10][CH2:11]2)[cH:28][cH:29][c:30]1[Cl:31].[ClH:34].[Na+:33].[O:37]1[CH2:38][CH2:39][CH2:40][CH2:41]1.[OH-:32]>>[Cl:1][c:2]1[cH:3][c:4]([CH2:5][N:6]2[CH2:7][CH:8]([CH2:12][NH:13][C:14]([CH2:15][S:16][c:17]3[s:18][cH:19][c:20]([C:22](=[O:23])[OH:24])[n:21]3)=[O:27])[O:9][CH2:10][CH2:11]2)[cH:28][cH:29][c:30]1[Cl:31]. The reactants are OOS(=O)[O-].[K+] (oxone), CSCC1CCC(CC1)C(=O)O (4-[(methylthio)methyl]cyclohexanecarboxylic acid), C([O-])(O)=O.[Na+] (sodium bicarbonate), CC(=O)C (acetone). The solvent is C(CN(CC(=O)O)CC(=O)O)N(CC(=O)O)CC(=O)O (EDTA), [OH-].[Na+] (sodium hydroxide). Run at time 2 hour. Product: CS(=O)(=O)CC1CCC(CC1)C(=O)O (4-[(methylsulfonyl)methyl]cyclohexanecarboxylic acid). The yield is 90.8%. As a reaction SMILES: CS[CH2:3][CH:4]1[CH2:9][CH2:8][CH:7]([C:10]([OH:12])=[O:11])[CH2:6][CH2:5]1.[C:13](=O)(O)[O-].[Na+].CC(C)=O.O[O:23][S:24]([O-:26])=O.[K+]>[OH-].[Na+].C(N(CC(O)=O)CC(O)=O)CN(CC(O)=O)CC(O)=O>[CH3:13][S:24]([CH2:3][CH:4]1[CH2:9][CH2:8][CH:7]([C:10]([OH:12])=[O:11])[CH2:6][CH2:5]1)(=[O:26])=[O:23] |f:1.2,4.5,6.7|. Procedure details: To a stirred solution of methyl sulfide from step 5 (100 mg, 0.5 mmol) in sodium hydroxide solution (1.5 mL, 0.5 M solution in water) was added sodium bicarbonate (360 mg, 4.3 mmol) and acetone (1 mL) followed by the addition of a solution of oxone (430 mg, 0.7 mmol) in 0.0004 M EDTA (2 mL). The reaction mixture was stirred at room temperature for 2 h and then quenched with sodium bisulfite. The reaction mixture was acidified with 1 N hydrochloric acid and extracted with ethyl acetate (3×100 mL)... Starting materials: BrC=1C=C2C(=NN(C2=CC1)C1OCCCC1)C1=CN=CC(=N1)N1CCC(CC1)NC(OC(C)(C)C)=O (tert-butyl 1-(6-(5-bromo-1-(tetrahydro-2H-pyran-2-yl)-1H-indazol-3-yl)pyrazin-2-yl)piperidin-4-ylcarbamate), BrC=1C=C2C(=NN(C2=CC1)C1OCCCC1)C1=CN=CC(=N1)N1CCC(CC1)NC(OC(C)(C)C)=O (tert-butyl 1-(6-(5-bromo-1-(tetrahydro-2H-pyran-2-yl)-1H-indazol-3-yl)pyrazin-2-yl)piperidin-4-ylcarbamate), CC1(OB(OC1(C)C)C=1C=C2C(=NC1)NN=C2C(F)(F)F)C (5-(4,4,5,5-tetramethyl-1,3,2-dioxaborolan-2-yl)-3-(trifluoromethyl)-1H-pyrazolo[3,4-b]pyridine), C(=O)([O-])[O-].[Na+].[Na+] (Na2CO3). The reagents and catalysts are C1=CC=C(C=C1)P([C-]2C=CC=C2)C3=CC=CC=C3.C1=CC=C(C=C1)P([C-]2C=CC=C2)C3=CC=CC=C3.Cl[Pd]Cl.[Fe+2] (Pd(dppf)Cl2). Solvent: O1CCOCC1 (dioxane). Reaction conditions: temperature 120 celsius. The product is O1C(CCCC1)N1N=C(C2=CC(=CC=C12)C=1C=C2C(=NC1)NN=C2C(F)(F)F)C2=CN=CC(=N2)N2CCC(CC2)NC(OC(C)(C)C)=O (tert-butyl 1-(6-(1-(tetrahydro-2H-pyran-2-yl)-5-(3-(trifluoromethyl)-1H-pyrazolo[3,4-b]pyridin-5-yl)-1H-indazol-3-yl)pyrazin-2-yl)piperidin-4-ylcarbamate). Yield: 52.7%. RXN SMILES: Br[C:2]1[CH:3]=[C:4]2[C:8](=[CH:9][CH:10]=1)[N:7]([CH:11]1[CH2:16][CH2:15][CH2:14][CH2:13][O:12]1)[N:6]=[C:5]2[C:17]1[N:22]=[C:21]([N:23]2[CH2:28][CH2:27][CH:26]([NH:29][C:30](=[O:36])[O:31][C:32]([CH3:35])([CH3:34])[CH3:33])[CH2:25][CH2:24]2)[CH:20]=[N:19][CH:18]=1.CC1(C)C(C)(C)OB([C:45]2[CH:46]=[C:47]3[C:53]([C:54]([F:57])([F:56])[F:55])=[N:52][NH:51][C:48]3=[N:49][CH:50]=2)O1.C([O-])([O-])=O.[Na+].[Na+]>O1CCOCC1.C1C=CC(P(C2C=CC=CC=2)[C-]2C=CC=C2)=CC=1.C1C=CC(P(C2C=CC=CC=2)[C-]2C=CC=C2)=CC=1.Cl[Pd]Cl.[Fe+2]>[O:12]1[CH2:13][CH2:14][CH2:15][CH2:16][CH:11]1[N:7]1[C:8]2[C:4](=[CH:3][C:2]([C:45]3[CH:46]=[C:47]4[C:53]([C:54]([F:57])([F:56])[F:55])=[N:52][NH:51][C:48]4=[N:49][CH:50]=3)=[CH:10][CH:9]=2)[C:5]([C:17]2[N:22]=[C:21]([N:23]3[CH2:28][CH2:27][CH:26]([NH:29][C:30](=[O:36])[O:31][C:32]([CH3:34])([CH3:35])[CH3:33])[CH2:25][CH2:24]3)[CH:20]=[N:19][CH:18]=2)=[N:6]1 |f:2.3.4,6.7.8.9|. Reported procedure: A suspension of tert-butyl 1-(6-(5-bromo-1-(tetrahydro-2H-pyran-2-yl)-1H-indazol-3-yl)pyrazin-2-yl)piperidin-4-ylcarbamate (compound 1e) (150 mg, 0.269 mmol), crude 5-(4,4,5,5-tetramethyl-1,3,2-dioxaborolan-2-yl)-3-(trifluoromethyl)-1H-pyrazolo[3,4-b]pyridine 6a (177 mg, 0.57 mmol), Pd(dppf)Cl2 (22 mg, 0.03 mmol, Strem) and aqueous Na2CO3, 2.0 M (0.27 mL, 0.54 mmol) in dioxane (3 mL) was capped, degassed and backfilled with argon. The reaction was heated at 120° C. in a microwave for 45 min. The... Product: CN(S(OC1=CC(=C(C=C1)CCC=1C=NC=2C(=NC3=C(C2C1)C=CC(=C3)C)N)C)(=O)=O)C (4-(2-(5-Amino-8-methylbenzo[f][1,7]naphthyridin-2-yl)ethyl)-3-methylphenyl dimethylsulfamate). RXN SMILES: [NH2:1][C:2]1[C:11]2[N:10]=[CH:9][C:8]([CH2:12][CH2:13][C:14]3[CH:19]=[CH:18][C:17]([OH:20])=[CH:16][C:15]=3[CH3:21])=[CH:7][C:6]=2[C:5]2[CH:22]=[CH:23][C:24]([CH3:26])=[CH:25][C:4]=2[N:3]=1.[CH3:27][N:28]([CH3:33])[S:29](Cl)(=[O:31])=[O:30]>>[CH3:27][N:28]([CH3:33])[S:29](=[O:31])(=[O:30])[O:20][C:17]1[CH:18]=[CH:19][C:14]([CH2:13][CH2:12][C:8]2[CH:9]=[N:10][C:11]3[C:2]([NH2:1])=[N:3][C:4]4[CH:25]=[C:24]([CH3:26])[CH:23]=[CH:22][C:5]=4[C:6]=3[CH:7]=2)=[C:15]([CH3:21])[CH:16]=1. Reactants: NC1=NC2=C(C=3C=C(C=NC13)CCC1=C(C=C(C=C1)O)C)C=CC(=C2)C (4-(2-(5-amino-8-methylbenzo[f][1,7]naphthyridin-2-yl)ethyl)-3-methylphenol), CN(S(=O)(=O)Cl)C (dimethylsulfamoyl chloride). Procedure: 4-(2-(5-Amino-8-methylbenzo[f][1,7]naphthyridin-2-yl)ethyl)-3-methylphenyl dimethylsulfamate was prepared from 4-(2-(5-amino-8-methylbenzo[f][1,7]naphthyridin-2-yl)ethyl)-3-methylphenol (from Example 50) following the procedure described for Example 138, but using dimethylsulfamoyl chloride. 1H NMR (Acetone-d6): δ 8.79 (s, 1H), 8.72 (s, 1H), 8.28 (d, 1H), 7.42 (s, 1H), 7.27 (d, 1H), 7.17 (s, 1H), 7.14 (t, 1H), 7.05-7.10 (d, 1H), 3.19-3.25 (m, 2H), 3.11-3.17 (m, 2H), 2.92 (s, 6H), 2.46 (s, 3H), 2...